Dataset: the Open Reaction Database (ORD), a public repository of structured organic reaction records. Task: describe an organic reaction: reactants, conditions, products, and yield The reactants are C1(=CC=CC=C1)S(=O)(=O)N1C=CC2=CC(=CC=C12)N (1-Benzenesulfonyl-1H-indol-5-ylamine), C(\C=C\C(=O)Cl)(=O)Cl (fumaryl chloride), C(=O)(O)[O-].[Na+] (NaHCO3), Cl.NO (hydroxylamine hydrochloride). Solvent: C1CCOC1 (THF), C1CCOC1 (THF), C1CCOC1 (THF), C1CCOC1 (THF). Conditions: time 10 minute. Yields the product ONC(C=CC(=O)NC=1C=C2C=CN(C2=CC1)S(=O)(=O)C1=CC=CC=C1)=O (But-2-enedioic acid (1-benzenesulfonyl-1H-indol-5-yl)-amide hydroxyamide). Isolated yield 42.7%. As a reaction SMILES: [C:1]1([S:7]([N:10]2[C:18]3[C:13](=[CH:14][C:15]([NH2:19])=[CH:16][CH:17]=3)[CH:12]=[CH:11]2)(=[O:9])=[O:8])[CH:6]=[CH:5][CH:4]=[CH:3][CH:2]=1.[C:20](Cl)(=[O:26])/[CH:21]=[CH:22]/[C:23](Cl)=[O:24].Cl.[NH2:29][OH:30].C([O-])(O)=O.[Na+]>C1COCC1>[OH:30][NH:29][C:20](=[O:26])[CH:21]=[CH:22][C:23]([NH:19][C:15]1[CH:14]=[C:13]2[C:18](=[CH:17][CH:16]=1)[N:10]([S:7]([C:1]1[CH:2]=[CH:3][CH:4]=[CH:5][CH:6]=1)(=[O:8])=[O:9])[CH:11]=[CH:12]2)=[O:24] |f:2.3,4.5|. Procedure details: A solution of 27 (0.20 g, 0.73 mmol) in THF (2 mL) was added dropwise to a solution of fumaryl chloride (0.08 mL, 0.73 mmole) in THF (1 mL). The mixture was stirred at room temperature for 10 min and was then dried under vacuum to provide a residue. The residue was then dissolved in THF (mL). In another vessel, to a suspension of hydroxylamine hydrochloride (0.26 g, 3.77 mmole) in THF (4 mL), a sat. NaHCO3 solution (3 ml) was added, and the reaction mixture was stirred at room temperature for 10... Reactants: CCCCc1nc2ccc(N(CCc3ccccc3)S(C)(=O)=O)cc2n1Cc1ccc(-c2ccccc2C(=O)OC(C)(C)C)cc1, ClCCl, O=C(O)C(F)(F)F. Yields the product CCCCc1nc2ccc(N(CCc3ccccc3)S(C)(=O)=O)cc2n1Cc1ccc(-c2ccccc2C(=O)O)cc1. As a reaction SMILES: [CH2:1]([CH2:2][CH2:3][CH3:4])[c:5]1[n:6][c:7]2[c:8]([n:9]1[CH2:10][c:11]1[cH:12][cH:13][c:14](-[c:17]3[c:18]([C:23](=[O:24])[O:25][C:26]([CH3:27])([CH3:28])[CH3:29])[cH:19][cH:20][cH:21][cH:22]3)[cH:15][cH:16]1)[cH:30][c:31]([N:34]([S:35](=[O:36])(=[O:37])[CH3:38])[CH2:39][CH2:40][c:41]1[cH:42][cH:43][cH:44][cH:45][cH:46]1)[cH:32][cH:33]2.[CH2:54]([Cl:55])[Cl:56].[OH:47][C:48]([C:49]([F:50])([F:51])[F:52])=[O:53]>>[CH2:1]([CH2:2][CH2:3][CH3:4])[c:5]1[n:6][c:7]2[c:8]([n:9]1[CH2:10][c:11]1[cH:12][cH:13][c:14](-[c:17]3[c:18]([C:23](=[O:24])[OH:25])[cH:19][cH:20][cH:21][cH:22]3)[cH:15][cH:16]1)[cH:30][c:31]([N:34]([S:35](=[O:36])(=[O:37])[CH3:38])[CH2:39][CH2:40][c:41]1[cH:42][cH:43][cH:44][cH:45][cH:46]1)[cH:32][cH:33]2. Starting materials: C(C1=CC=CC=C1)OC1=CC=CC=2N(C(=NC21)C)CC (4-benzyloxy-l-ethyl-2-methyl-1H-benzimidazole). The reagents and catalysts are [Pd] (palladium on carbon). The solvent is C(C)(=O)OCC (ethyl acetate). Run at time 5 hour. Product: C(C)N1C(=NC2=C1C=CC=C2O)C (1-ethyl-4-hydroxy-2-methyl-1H-benzimidazole). The yield is 89.9%. RXN SMILES: C([O:8][C:9]1[C:17]2[N:16]=[C:15]([CH3:18])[N:14]([CH2:19][CH3:20])[C:13]=2[CH:12]=[CH:11][CH:10]=1)C1C=CC=CC=1>C(OCC)(=O)C.[Pd]>[CH2:19]([N:14]1[C:13]2[CH:12]=[CH:11][CH:10]=[C:9]([OH:8])[C:17]=2[N:16]=[C:15]1[CH3:18])[CH3:20]. Procedure: To a solution of 4-benzyloxy-l-ethyl-2-methyl-1H-benzimidazole (370 mg) in ethyl acetate (3.7 ml) was added 10% palladium on carbon (18 mg), and the mixture was stirred for 5 hours at ambient temperature under hydrogen atmosphere. Insoluble material was filtered off, and the filtrate was concentrated in vacuo. The residue was crystallized with diisopropyl ether to give 1-ethyl-4-hydroxy-2-methyl-1H-benzimidazole (220 mg).